From a dataset of the Open Reaction Database (ORD), a public repository of structured organic reaction records. describe an organic reaction: reactants, conditions, products, and yield Reactants: CC1(C)CC(c2ccccn2)c2cc(Br)ccc2O1, O=C(OO)c1cccc(Cl)c1, ClCCl. Yields the product CC1(C)CC(c2cccc[n+]2[O-])c2cc(Br)ccc2O1. RXN SMILES: [Br:1][c:2]1[cH:3][cH:4][c:5]2[c:6]([cH:19]1)[CH:7]([c:13]1[n:14][cH:15][cH:16][cH:17][cH:18]1)[CH2:8][C:9]([CH3:11])([CH3:12])[O:10]2.[Cl:20][c:21]1[cH:22][cH:23][cH:24][c:25]([C:26]([O:27][OH:29])=[O:28])[cH:30]1.[Cl:31][CH2:32][Cl:33]>>[Br:1][c:2]1[cH:3][cH:4][c:5]2[c:6]([cH:19]1)[CH:7]([c:13]1[n+:14]([O-:28])[cH:15][cH:16][cH:17][cH:18]1)[CH2:8][C:9]([CH3:11])([CH3:12])[O:10]2. The reactants are C(C1=CC=CC=C1)C1=NC=CC(=N1)OC (2-benzyl-4-methoxypyrimidine), Br (HBr), [OH-].[Na+] (NaOH). The solvent is O (H2O), CC(=O)O (AcOH). Run at temperature 95 celsius, time 2 hour. The product is C(C1=CC=CC=C1)C1=NC=CC(N1)=O (2-benzylpyrimidin-4(3H)-one). The yield is 84.6%. RXN SMILES: [CH2:1]([C:8]1[N:13]=[C:12]([O:14]C)[CH:11]=[CH:10][N:9]=1)[C:2]1[CH:7]=[CH:6][CH:5]=[CH:4][CH:3]=1.Br.[OH-].[Na+]>CC(O)=O.O>[CH2:1]([C:8]1[NH:13][C:12](=[O:14])[CH:11]=[CH:10][N:9]=1)[C:2]1[CH:3]=[CH:4][CH:5]=[CH:6][CH:7]=1 |f:2.3|. Procedure: To a solution of 2-benzyl-4-methoxypyrimidine (0.675 g, 3.37 mmol) in AcOH (15 mL) was added HBr (2.28 mL, 20.2 mmol; 48 wt % in H2O). The reaction mixture was stirred at 95° C. for 2 hours. The reaction mixture was cooled to room temperature and diluted with H2O. The pH of the reaction mixture was adjusted to 5-6 with 6 M aqueous NaOH and then partitioned between EtOAc and H2O. The phases were separated, and the aqueous phase was re-extracted with EtOAc (1×). The combined organic layers were dr... The reactants are N1=CNC2=C1CCCC2 (4,5,6,7-tetrahydrobenzimidazole), [H-].[Na+] (sodium hydride), ClCC=1N=CN(C1)C1=CC(=C(C=C1)Cl)Cl (4-chloromethyl-1-(3,4-dichloro-phenyl)-1H-imidazole). The product is Cl.ClC=1C=C(C=CC1Cl)N1C=NC(=C1)CN1C=NC2=C1CCCC2 (1-[1-(3,4-Dichloro-phenyl)-1H-imidazol-4-yl-methyl]-4,5,6,7-tetrahydro-1H-benzoimidazole-, Hydrochloride). As a reaction SMILES: [N:1]1[C:5]2[CH2:6][CH2:7][CH2:8][CH2:9][C:4]=2[NH:3][CH:2]=1.[H-].[Na+].[Cl:12][CH2:13][C:14]1[N:15]=[CH:16][N:17]([C:19]2[CH:24]=[CH:23][C:22]([Cl:25])=[C:21]([Cl:26])[CH:20]=2)[CH:18]=1>>[ClH:12].[Cl:26][C:21]1[CH:20]=[C:19]([N:17]2[CH:18]=[C:14]([CH2:13][N:1]3[C:5]4[CH2:6][CH2:7][CH2:8][CH2:9][C:4]=4[N:3]=[CH:2]3)[N:15]=[CH:16]2)[CH:24]=[CH:23][C:22]=1[Cl:25] |f:1.2,4.5|. Procedure: Reaction of 4,5,6,7-tetrahydrobenzimidazole with sodium hydride followed by treatment with 4-chloromethyl-1-(3,4-dichloro-phenyl)-1H-imidazole led after extractive workup and chromatography to the free base of the title compound which was converted into its white hydrochloride salt. Mp.>250° C. (MeOH/Et2O), MS: m/e=346 (M+). Reaction SMILES: [CH3:1][C:2]([CH3:7])([CH2:5][OH:6])[CH2:3][OH:4].[NH+]1C=CC=CC=1.C1(C)C=CC(S([O-])(=O)=O)=CC=1.O=[C:26]1[CH2:30][CH2:29][CH:28]([C:31]([O:33]C)=[O:32])[CH2:27]1.O>C1(C)C=CC=CC=1>[C:31]([CH:28]1[CH2:29][CH2:30][C:26]2([O:6][CH2:5][C:2]([CH3:7])([CH3:1])[CH2:3][O:4]2)[CH2:27]1)([OH:33])=[O:32] |f:1.2|. Product: C(=O)(O)C1CC2(CC1)OCC(CO2)(C)C (2-Carboxy-8,8-dimethyl-6,10-dioxaspiro[4,5]decane). Reactants: O (water), CC(CO)(CO)C (2,2-dimethylpropane-1,3-diol), [NH+]1=CC=CC=C1.C1(=CC=C(C=C1)S(=O)(=O)[O-])C (pyridinium 4-toluenesulphonate), O=C1CC(CC1)C(=O)OC (methyl 3-oxocyclopentane carboxylate). The solvent is C1(=CC=CC=C1)C (toluene). Reported procedure: 72.8 g (0.70 mole) of 2,2-dimethylpropane-1,3-diol and 12.2 g (0.05 mole) of pyridinium-4-toluenesulphonate are added one after another to 40.0 g (0.28 mole) of methyl 3-oxocyclopentane carboxylate OCCME in 560 ml of absolute toluene. The mixture is boiled for 1.5 hours in a water separator; after 30 minutes the solid is dissolved. Approximately 8 ml of H2O in total are separated out. After cooling, the solution is washed three times using 100 ml of H2O each time, the toluene phase is dried over... Reactants: [BH4-], Cc1cc(C)cc(-c2[nH]c3ccc(C(=O)N4CCOCC4)cc3c2CCNCCCCc2ccc(NS(C)(=O)=O)cc2)c1, CO, [Mg+2], CCN1CCC(C)(c2ccc3[nH]c(-c4cc(C)cc(C)c4)c(CCN)c3c2)C1=O, [NH4+], [Na+], O=S(=O)([O-])[O-], [OH-]. Product: CCN1CCC(C)(c2ccc3[nH]c(-c4cc(C)cc(C)c4)c(CCNCCCCc4ccc(NS(C)(=O)=O)cc4)c3c2)C1=O. As a reaction SMILES: [BH4-:79].[CH3:30][c:31]1[cH:32][c:33](-[c:34]2[nH:35][c:36]3[c:37]([c:38]2[CH2:39][CH2:40][NH:41][CH2:50][CH2:51][CH2:52][CH2:53][c:54]2[cH:55][cH:56][c:57]([NH:60][S:61](=[O:62])(=[O:63])[CH3:64])[cH:58][cH:59]2)[cH:42][c:43]([C:44]([N:45]2[CH2:46][CH2:47][O:48][CH2:49][CH2:65]2)=[O:66])[cH:67][cH:68]3)[cH:69][c:70]([CH3:71])[cH:72]1.[CH3:83][OH:84].[Mg+2:73].[NH2:1][CH2:2][CH2:3][c:4]1[c:5](-[c:22]2[cH:23][c:24]([CH3:29])[cH:25][c:26]([CH3:28])[cH:27]2)[nH:6][c:7]2[cH:8][cH:9][c:10]([C:13]3([CH3:21])[C:14](=[O:20])[N:15]([CH2:18][CH3:19])[CH2:16][CH2:17]3)[cH:11][c:12]12.[NH4+:82].[Na+:80].[O-:74][S:75](=[O:76])(=[O:77])[O-:78].[OH-:81]>>[NH:1]([CH2:2][CH2:3][c:4]1[c:5](-[c:22]2[cH:23][c:24]([CH3:29])[cH:25][c:26]([CH3:28])[cH:27]2)[nH:6][c:7]2[cH:8][cH:9][c:10]([C:13]3([CH3:21])[C:14](=[O:20])[N:15]([CH2:18][CH3:19])[CH2:16][CH2:17]3)[cH:11][c:12]12)[CH2:50][CH2:51][CH2:52][CH2:53][c:54]1[cH:55][cH:56][c:57]([NH:60][S:61](=[O:62])(=[O:63])[CH3:64])[cH:58][cH:59]1. Starting materials: NC1=C(C(=NC2=CC=CC(=C12)OC[C@H](CC)N)C)C(=O)OCC ((S)-ethyl 4-amino-5-(2-aminobutoxy)-2-methylquinoline-3-carboxylate), OC1=C(C(=O)O)C=CC=C1 (2-hydroxybenzoic acid). Product: NC1=C(C(=NC2=CC=CC(=C12)OC[C@H](CC)NC(C1=C(C=CC=C1)O)=O)C)C(=O)OCC ((S)-ethyl 4-amino-5-(2-(2-hydroxybenzamido)butoxy)-2-methylquinoline-3-carboxylate). RXN SMILES: [NH2:1][C:2]1[C:11]2[C:6](=[CH:7][CH:8]=[CH:9][C:10]=2[O:12][CH2:13][C@@H:14]([NH2:17])[CH2:15][CH3:16])[N:5]=[C:4]([CH3:18])[C:3]=1[C:19]([O:21][CH2:22][CH3:23])=[O:20].[OH:24][C:25]1[CH:33]=[CH:32][CH:31]=[CH:30][C:26]=1[C:27](O)=[O:28]>>[NH2:1][C:2]1[C:11]2[C:6](=[CH:7][CH:8]=[CH:9][C:10]=2[O:12][CH2:13][C@@H:14]([NH:17][C:27](=[O:28])[C:26]2[CH:30]=[CH:31][CH:32]=[CH:33][C:25]=2[OH:24])[CH2:15][CH3:16])[N:5]=[C:4]([CH3:18])[C:3]=1[C:19]([O:21][CH2:22][CH3:23])=[O:20]. Procedure: Prepared as in Example 24a from (S)-ethyl 4-amino-5-(2-aminobutoxy)-2-methylquinoline-3-carboxylate (Example 97b) and 2-hydroxybenzoic acid as brown solid (46%). MS 438 (MH+). Starting materials: COc1ccc(C(=O)CCCNC(=O)OC(C)(C)C)cn1, C[Si](C)(C)[NH-], COP(=O)(CC(=O)OC(C)(C)C)OC, C[Si](C)(C)[NH-], CCOC(C)=O, [Na+], [Na+], C1CCOC1. Product: COc1ccc(C(=CC(=O)OC(C)(C)C)CCCNC(=O)OC(C)(C)C)cn1. As a reaction SMILES: [C:27]([CH3:28])([CH3:29])([CH3:30])[O:31][C:32]([NH:33][CH2:34][CH2:35][CH2:36][C:37](=[O:38])[c:39]1[cH:40][n:41][c:42]([O:45][CH3:46])[cH:43][cH:44]1)=[O:47].[CH3:15][Si:16]([NH-:17])([CH3:18])[CH3:19].[CH3:1][O:2][P:3]([O:4][CH3:5])(=[O:6])[CH2:7][C:8](=[O:9])[O:10][C:11]([CH3:12])([CH3:13])[CH3:14].[CH3:20][Si:21]([NH-:22])([CH3:23])[CH3:24].[CH3:53][CH2:54][O:55][C:56](=[O:57])[CH3:58].[Na+:25].[Na+:26].[O:48]1[CH2:49][CH2:50][CH2:51][CH2:52]1>>[CH:7]([C:8](=[O:9])[O:10][C:11]([CH3:12])([CH3:13])[CH3:14])=[C:37]([CH2:36][CH2:35][CH2:34][NH:33][C:32]([O:31][C:27]([CH3:28])([CH3:29])[CH3:30])=[O:47])[c:39]1[cH:40][n:41][c:42]([O:45][CH3:46])[cH:43][cH:44]1. The reactants are ice water, O=P12OP3(=O)OP(=O)(O1)OP(=O)(O2)O3 (diphosphorus pentoxide), P(O)(O)(O)=O (phosphoric acid), NC1=CC(=CC(N1CC)=O)C1=CC(=CC=C1)Br (6-amino-4-(3-bromophenyl)-1-ethyl-2(1H) -pyridone), CC(CC(CC)=O)=O (2,4-hexanedione), [OH-].[Na+] (sodium hydroxide). Run at temperature 140 celsius. The product is BrC=1C=C(C=CC1)C1=CC(N(C2=NC(=CC(=C12)C)CC)CC)=O (4-(3-bromophenyl)-1,7-diethyl-5-methyl-1,8-naphthyridin-2(1H)-one). The yield is 73.0%. RXN SMILES: O=P12OP3(OP(OP(O3)(O1)=O)(=O)O2)=O.P(=O)(O)(O)O.[NH2:20][C:21]1[N:26]([CH2:27][CH3:28])[C:25](=[O:29])[CH:24]=[C:23]([C:30]2[CH:35]=[CH:34][CH:33]=[C:32]([Br:36])[CH:31]=2)[CH:22]=1.[CH3:37][C:38](=O)[CH2:39][C:40](=O)[CH2:41][CH3:42].[OH-].[Na+]>>[Br:36][C:32]1[CH:31]=[C:30]([C:23]2[C:22]3[C:21](=[N:20][C:40]([CH2:41][CH3:42])=[CH:39][C:38]=3[CH3:37])[N:26]([CH2:27][CH3:28])[C:25](=[O:29])[CH:24]=2)[CH:35]=[CH:34][CH:33]=1 |f:4.5|. Procedure details: A mixture of diphosphorus pentoxide (10.4 g) and phosphoric acid (5 ml) was stirred at 140° C. until it became transparent. Then, 6-amino-4-(3-bromophenyl)-1-ethyl-2(1H) -pyridone (2.5 g, 8.5 mmol) and 2,4-hexanedione (1.1 ml) were added to this solution, and the mixture was stirred at 140° C. for 3 hours. The reaction solution was poured into ice water, made alkaline by adding 1N sodium hydroxide aqueous solution and then extracted with ethyl acetate. After drying the organic layer with anhydro... The reactants are ClCC(=O)NC=1SC=C(N1)C(C(=O)NC1[C@@H]2N(C(=C(CS2)COC)C(=O)OC(C2=CC=CC=C2)C2=CC=CC=C2)C1=O)=NOC (benzhydryl 7-[2-(2-chloroacetamidothiazol-4-yl)-2-methoxyiminoacetamido]-3-methoxymethyl-3-cephem-4-carboxylate), NC(=S)N (thiourea), C([O-])(O)=O.[Na+] (sodium bicarbonate). Run in CC(=O)N(C)C (dimethylacetamide). The product is NC=1SC=C(N1)C(C(=O)NC1[C@@H]2N(C(=C(CS2)COC)C(=O)OC(C2=CC=CC=C2)C2=CC=CC=C2)C1=O)=NOC (benzhydryl 7-[2-(2-aminothiazol-4-yl)-2-methoxyiminoacetamido]-3-methoxymethyl-3-cephem-4-carboxylate). Isolated yield 35.6%. RXN SMILES: ClCC([NH:5][C:6]1[S:7][CH:8]=[C:9]([C:11](=[N:43][O:44][CH3:45])[C:12]([NH:14][CH:15]2[C:41](=[O:42])[N:17]3[C:18]([C:25]([O:27][CH:28]([C:35]4[CH:40]=[CH:39][CH:38]=[CH:37][CH:36]=4)[C:29]4[CH:34]=[CH:33][CH:32]=[CH:31][CH:30]=4)=[O:26])=[C:19]([CH2:22][O:23][CH3:24])[CH2:20][S:21][C@H:16]23)=[O:13])[N:10]=1)=O.NC(N)=S.C(=O)(O)[O-].[Na+]>CC(N(C)C)=O>[NH2:5][C:6]1[S:7][CH:8]=[C:9]([C:11](=[N:43][O:44][CH3:45])[C:12]([NH:14][CH:15]2[C:41](=[O:42])[N:17]3[C:18]([C:25]([O:27][CH:28]([C:35]4[CH:40]=[CH:39][CH:38]=[CH:37][CH:36]=4)[C:29]4[CH:34]=[CH:33][CH:32]=[CH:31][CH:30]=4)=[O:26])=[C:19]([CH2:22][O:23][CH3:24])[CH2:20][S:21][C@H:16]23)=[O:13])[N:10]=1 |f:2.3|. Reported procedure: 200 mg of benzhydryl 7-[2-(2-chloroacetamidothiazol-4-yl)-2-methoxyiminoacetamido]-3-methoxymethyl-3-cephem-4-carboxylate, followed by 45 mg of thiourea, were dissolved in 5 ml of dimethylacetamide. The solution was maintained at room temperature for 2 hours. after which a saturated aqueous solution of sodium bicarbonate was added. The reaction mixture was then extracted with 20 ml of ethyl acetate and the extract was washed with water to remove excess thiourea and then dried over anhydrous magn...